From a dataset of the Open Reaction Database (ORD), a public repository of structured organic reaction records. describe an organic reaction: reactants, conditions, products, and yield The reactants are C(C)(C)(C)OC(=O)N1CCC(CC1)OC=1C=CC=C2C=C(N(C12)C)C(NC1=C(C(=CC(=C1)C(C)(C)C)NS(=O)(=O)C)OC)=O (4-[2-(5-tert-butyl-3-methanesulfonylamino-2-methoxy-phenylcarbamoyl)-1-methyl-1H-indol-7-yloxy]-piperidine-1-carboxylic acid tert-butyl ester), FC(C(=O)O)(F)F (trifluoroacetic acid). Run in ClCCl (dichloromethane). Conditions: time 8 hour. The product is C(C)OC(=O)N1CCC(CC1)OC=1C=CC=C2C=C(N(C12)C)C(NC1=C(C(=CC(=C1)C(C)(C)C)NS(=O)(=O)C)OC)=O (4-[2-(5-tert-butyl-3-methanesulfonylamino-2-methoxy-phenylcarbamoyl)-1-methyl-1H-indol-7-yloxy]-piperidine-1-carboxylic acid ethyl ester). As a reaction SMILES: [C:1]([O:5][C:6]([N:8]1[CH2:13][CH2:12][CH:11]([O:14][C:15]2[CH:16]=[CH:17][CH:18]=[C:19]3[C:23]=2[N:22]([CH3:24])[C:21]([C:25](=[O:44])[NH:26][C:27]2[CH:32]=[C:31]([C:33]([CH3:36])([CH3:35])[CH3:34])[CH:30]=[C:29]([NH:37][S:38]([CH3:41])(=[O:40])=[O:39])[C:28]=2[O:42][CH3:43])=[CH:20]3)[CH2:10][CH2:9]1)=[O:7])(C)(C)[CH3:2].FC(F)(F)C(O)=O>ClCCl>[CH2:1]([O:5][C:6]([N:8]1[CH2:13][CH2:12][CH:11]([O:14][C:15]2[CH:16]=[CH:17][CH:18]=[C:19]3[C:23]=2[N:22]([CH3:24])[C:21]([C:25](=[O:44])[NH:26][C:27]2[CH:32]=[C:31]([C:33]([CH3:35])([CH3:36])[CH3:34])[CH:30]=[C:29]([NH:37][S:38]([CH3:41])(=[O:40])=[O:39])[C:28]=2[O:42][CH3:43])=[CH:20]3)[CH2:10][CH2:9]1)=[O:7])[CH3:2]. Procedure: To a solution of 4-[2-(5-tert-butyl-3-methanesulfonylamino-2-methoxy-phenylcarbamoyl)-1-methyl-1H-indol-7-yloxy]-piperidine-1-carboxylic acid tert-butyl ester (160 mg, 0.254 mmol) (Example 7) in dichloromethane (1 mL) was added trifluoroacetic acid (0.2 mL). The mixture was stirred at room temperature overnight and concentrated. The crude piperidine intermediate thus obtained was dried under vacuum and directly used in later reactions. The reactants are Cc1nc2ccccc2n1C1CC2CCC(C1)N2CCC1(c2ccccc2)CCN(C(=NC#N)Oc2ccccc2)CC1, C1CCOC1, CC(C)[S-], [Na+]. The product is Cc1nc2ccccc2n1C1CC2CCC(C1)N2CCC1(c2ccccc2)CCN(C(=NC#N)SC(C)C)CC1. RXN SMILES: [C:1](#[N:2])[N:3]=[C:4]([O:5][c:6]1[cH:7][cH:8][cH:9][cH:10][cH:11]1)[N:12]1[CH2:13][CH2:14][C:15]([c:18]2[cH:19][cH:20][cH:21][cH:22][cH:23]2)([CH2:24][CH2:25][N:26]2[CH:27]3[CH2:28][CH:29]([n:34]4[c:35]([CH3:43])[n:36][c:37]5[c:38]4[cH:39][cH:40][cH:41][cH:42]5)[CH2:30][CH:31]2[CH2:32][CH2:33]3)[CH2:16][CH2:17]1.[CH2:49]1[O:50][CH2:51][CH2:52][CH2:53]1.[CH3:44][CH:45]([CH3:46])[S-:47].[Na+:48]>>[C:1](#[N:2])[N:3]=[C:4]([N:12]1[CH2:13][CH2:14][C:15]([c:18]2[cH:19][cH:20][cH:21][cH:22][cH:23]2)([CH2:24][CH2:25][N:26]2[CH:27]3[CH2:28][CH:29]([n:34]4[c:35]([CH3:43])[n:36][c:37]5[c:38]4[cH:39][cH:40][cH:41][cH:42]5)[CH2:30][CH:31]2[CH2:32][CH2:33]3)[CH2:16][CH2:17]1)[S:47][CH:45]([CH3:44])[CH3:46].